From a dataset of the Open Reaction Database (ORD), a public repository of structured organic reaction records. describe an organic reaction: reactants, conditions, products, and yield Reactants: CC(C)(C)OC(=O)NC(Cc1ccccc1)C(=O)O, CCOC(C)=O, C(=NC1CCCCC1)=NC1CCCCC1, O=[N+]([O-])c1ccc(O)cc1. The product is CC(C)(C)OC(=O)NC(Cc1ccccc1)C(=O)Oc1ccc([N+](=O)[O-])cc1. RXN SMILES: [C:1]([CH3:2])([CH3:3])([CH3:4])[O:5][C:6](=[O:7])[NH:8][CH:9]([CH2:10][c:11]1[cH:12][cH:13][cH:14][cH:15][cH:16]1)[C:17](=[O:18])[OH:19].[CH3:45][CH2:46][O:47][C:48](=[O:49])[CH3:50].[CH:30]1([N:31]=[C:32]=[N:33][CH:34]2[CH2:35][CH2:36][CH2:37][CH2:38][CH2:39]2)[CH2:40][CH2:41][CH2:42][CH2:43][CH2:44]1.[N+:20](=[O:21])([O-:22])[c:23]1[cH:24][cH:25][c:26]([OH:29])[cH:27][cH:28]1>>[C:1]([CH3:2])([CH3:3])([CH3:4])[O:5][C:6](=[O:7])[NH:8][CH:9]([CH2:10][c:11]1[cH:12][cH:13][cH:14][cH:15][cH:16]1)[C:17]([O:18][c:26]1[cH:25][cH:24][c:23]([N+:20](=[O:21])[O-:22])[cH:28][cH:27]1)=[O:19]. Reactants: C(C)OC(=O)C=1NC2=CC=C(C=C2C1)C1=CC=C(C=C1)C(C)(C)C (5-(4-tert-butylphenyl)indole-2-carboxylic acid ethyl ester), ClC=1C=C(C=C(C1)Cl)B(O)O (3,5-dichlorophenylboronic acid), ester. Yields the product C(C)(C)(C)C1=CC=C(C=C1)C=1C=C2C=C(N(C2=CC1)C1=CC(=CC(=C1)Cl)Cl)C(=O)O (5-(4-tert-Butylphenyl)-1-(3,5-dichlorophenyl)-1H-indole-2-carboxylic acid). RXN SMILES: C([O:3][C:4]([C:6]1[NH:7][C:8]2[C:13]([CH:14]=1)=[CH:12][C:11]([C:15]1[CH:20]=[CH:19][C:18]([C:21]([CH3:24])([CH3:23])[CH3:22])=[CH:17][CH:16]=1)=[CH:10][CH:9]=2)=[O:5])C.[Cl:25][C:26]1[CH:27]=[C:28](B(O)O)[CH:29]=[C:30]([Cl:32])[CH:31]=1>>[C:21]([C:18]1[CH:19]=[CH:20][C:15]([C:11]2[CH:12]=[C:13]3[C:8](=[CH:9][CH:10]=2)[N:7]([C:28]2[CH:27]=[C:26]([Cl:25])[CH:31]=[C:30]([Cl:32])[CH:29]=2)[C:6]([C:4]([OH:3])=[O:5])=[CH:14]3)=[CH:16][CH:17]=1)([CH3:23])([CH3:24])[CH3:22]. Reported procedure: The title compound was prepared in accordance with Example 8(c) from 5-(4-tert-butylphenyl)indole-2-carboxylic acid ethyl ester (see Example 1(a)) and 3,5-dichlorophenylboronic acid, followed by ester hydrolysis in accordance with the procedure described in Example 35, Method 3, step (b). Reactants: C(C)OC(C(=O)C1=CC(=CC=C1)Br)=O ((3-Bromo-phenyl)-oxo-acetic acid ethyl ester), C[Mg]Br (methyl magnesium bromide), O (Water). Run in CCOCC (ether). Reported procedure: To a solution of (3-Bromo-phenyl)-oxo-acetic acid ethyl ester (2.5 g, 9.8 mmol) in ether (20 mL) at 0° C. was added methyl magnesium bromide (10.8 mmol, 3 M in ether, 3.6 mL) with stirring. The reaction was stirred at 0° C. for 15 min. Water was added and the crude partitioned between ethyl acetate and water. The aqueous layer was extracted three times with ethyl acetate and the combined organic layers were washed with brine, dried over sodium sulfate and evaporated. The resulting crude was puri... Product: C(C)OC(C(C)(O)C1=CC(=CC=C1)Br)=O (2-(3-bromo-phenyl)-2-hydroxy-propionic acid ethyl ester). Yield: 70.0%. As a reaction SMILES: [CH2:1]([O:3][C:4](=[O:14])[C:5]([C:7]1[CH:12]=[CH:11][CH:10]=[C:9]([Br:13])[CH:8]=1)=[O:6])[CH3:2].[CH3:15][Mg]Br.O>CCOCC>[CH2:1]([O:3][C:4](=[O:14])[C:5]([C:7]1[CH:12]=[CH:11][CH:10]=[C:9]([Br:13])[CH:8]=1)([OH:6])[CH3:15])[CH3:2]. The reactants are O=C1N(C(C2=CC=CC=C12)=O)C1C(N(C(CC1)=O)C(=O)OC(C)(C)C)=O (1,3-dioxo-2-(1-tert.-butoxycarbonyl-2,6-dioxopiperidin-3-yl)isoindoline), C(C)(C)[N-]C(C)C.[Li+] (lithium diisopropylamide), perchloryl fluoride. The solvent is O1CCCC1 (tetrahydrofuran). Reaction conditions: time 30 minute. Yields the product O=C1N(C(C2=CC=CC=C12)=O)C1(C(NC(CC1)=O)=O)F (1,3-dioxo-2-(2,6-dioxo-3-fluoropiperidin-3-yl)isoindoline). As a reaction SMILES: [O:1]=[C:2]1[C:10]2[C:5](=[CH:6][CH:7]=[CH:8][CH:9]=2)[C:4](=[O:11])[N:3]1[CH:12]1[CH2:17][CH2:16][C:15](=[O:18])[N:14](C(OC(C)(C)C)=O)[C:13]1=[O:26].C([N-]C(C)C)(C)C.[Li+].Cl([F:39])(=O)(=O)=O>O1CCCC1>[O:1]=[C:2]1[C:10]2[C:5](=[CH:6][CH:7]=[CH:8][CH:9]=2)[C:4](=[O:11])[N:3]1[C:12]1([F:39])[CH2:17][CH2:16][C:15](=[O:18])[NH:14][C:13]1=[O:26] |f:1.2|. Procedure: To a stirred solution of 1,3-dioxo-2-(1-tert.-butoxycarbonyl-2,6-dioxopiperidin-3-yl)isoindoline (1.0 g. 2.8 mmol) in tetrahydrofuran (10 mL) is added lithium diisopropylamide (1.5 mL, 3.0 mmol, 2M) at . After 30 minutes, perchloryl fluoride (5 mmol) is bubbled into the mixture. The mixture is allowed to reach room temperature and the solvent then removed in vacuo. The residue is stirred with ethyl acetate (10 mL) and IN hydrochloric acid (10 mL) for one hour. The organic layer is separated and ... Starting materials: C(Cl)Cl (DCM), CC1=C(C=C(C(=O)OC)C=C1)B1OC(C(O1)(C)C)(C)C (Methyl 4-methyl-3-(4,4,5,5-tetramethyl-1,3,2-dioxaborolan-2-yl)benzoate), CC1=C(C=C(C(=O)OC)C=C1)B1OC(C(O1)(C)C)(C)C (Methyl 4-methyl-3-(4,4,5,5-tetramethyl-1,3,2-dioxaborolan-2-yl)benzoate), IC1=CC=NN1 (5-iodo-1H-pyrazole). Reagents/catalysts: C1=CC=C(C=C1)P([C-]2C=CC=C2)C3=CC=CC=C3.C1=CC=C(C=C1)P([C-]2C=CC=C2)C3=CC=CC=C3.Cl[Pd]Cl.[Fe+2] (Pd(dppf)Cl2). The solvent is O1CCOCC1 (dioxane). Conditions: temperature 90 celsius, time 10 minute. The product is CC1=C(C=C(C(=O)OC)C=C1)C1=CC=NN1 (Methyl 4-methyl-3-(1H-pyrazol-5-yl)benzoate). Yield: 41.1%. RXN SMILES: [CH3:1][C:2]1[CH:11]=[CH:10][C:5]([C:6]([O:8][CH3:9])=[O:7])=[CH:4][C:3]=1B1OC(C)(C)C(C)(C)O1.I[C:22]1[NH:26][N:25]=[CH:24][CH:23]=1.C(Cl)Cl>O1CCOCC1.C1C=CC(P(C2C=CC=CC=2)[C-]2C=CC=C2)=CC=1.C1C=CC(P(C2C=CC=CC=2)[C-]2C=CC=C2)=CC=1.Cl[Pd]Cl.[Fe+2]>[CH3:1][C:2]1[CH:11]=[CH:10][C:5]([C:6]([O:8][CH3:9])=[O:7])=[CH:4][C:3]=1[C:22]1[NH:26][N:25]=[CH:24][CH:23]=1 |f:4.5.6.7|. Procedure details: To methyl 4-methyl-3-(4,4,5,5-tetramethyl-1,3,2-dioxaborolan-2-yl)benzoate (compound 5.4, 800 mg, 2.9 mmol) in dioxane (30 mL) was added 5-iodo-1H-pyrazole (674 mg, 3.5 mmol), and Pd(dppf)Cl2.DCM (237 mg, 0.29 mmol). The mixture was degassed with argon and stirred for 10 minutes then an aqueous potassium carbonate solution (2 M, 8 mL) was added. The mixture was heated at 90° C. for 18 h, then cooled and diluted with EtOAc and filtered through Celite®. The filtrate was washed with brine, dried (M... Reactants: CN(C(C(=NO)Cl)=O)C (2-(dimethylamino)-N-hydroxy-2-oxoethanimidoyl chloride), C([O-])(O)=O.[K+] (potassium bicarbonate), FC1=C(C=C)C(=CC=C1)F (2,6-difluorostyrene), CN(C(C(=NO)Cl)=O)C (2-(dimethylamino)-N-hydroxy-2-oxo-ethanimidoyl chloride). The solvent is O (water), O (water), ClC1=CC=CC=C1 (chlorobenzene). Reaction conditions: temperature 10 celsius. The product is FC1=C(C(=CC=C1)F)C1CC(=NO1)C(=O)N(C)C (5-(2,6-difluorophenyl)-4,5-dihydro-N,N-dimethyl-3-isoxazolecarboxamide). Reaction SMILES: [CH3:1][N:2]([CH3:9])[C:3](=[O:8])[C:4](Cl)=[N:5][OH:6].[F:10][C:11]1[CH:18]=[CH:17][CH:16]=[C:15]([F:19])[C:12]=1[CH:13]=[CH2:14].C(=O)(O)[O-].[K+]>ClC1C=CC=CC=1.O>[F:10][C:11]1[CH:18]=[CH:17][CH:16]=[C:15]([F:19])[C:12]=1[CH:13]1[O:6][N:5]=[C:4]([C:3]([N:2]([CH3:9])[CH3:1])=[O:8])[CH2:14]1 |f:2.3|. Procedure details: To a 1000-mL round bottom flask equipped with a mechanical stirrer, thermometer and addition funnel were added 2-(dimethylamino)-N-hydroxy-2-oxoethanimidoyl chloride (94.0 g, 0.62 mol) and a solution of 2,6-difluorostyrene (84.0 g, 0.60 mol) in chlorobenzene (275 g). The reaction mixture was cooled to 10° C., and then a solution of potassium bicarbonate (70 g, 0.70 mol) in water (350 mL) was added dropwise over 1 h while maintaining the temperature between 10 to 15° C. When gas chromatography an... As a reaction SMILES: [H-].[H-].[H-].[H-].[Li+].[Al+3].[C:7]1([C:13]2[N:14]=[C:15]([C:18]3([C:24]#[N:25])[CH2:23][CH2:22][O:21][CH2:20][CH2:19]3)[S:16][CH:17]=2)[CH:12]=[CH:11][CH:10]=[CH:9][CH:8]=1>C1COCC1>[C:7]1([C:13]2[N:14]=[C:15]([C:18]3([CH2:24][NH2:25])[CH2:19][CH2:20][O:21][CH2:22][CH2:23]3)[S:16][CH:17]=2)[CH:8]=[CH:9][CH:10]=[CH:11][CH:12]=1 |f:0.1.2.3.4.5|. Reactants: [H-].[H-].[H-].[H-].[Li+].[Al+3] (LiAlH4), C1(=CC=CC=C1)C=1N=C(SC1)C1(CCOCC1)C#N (4-(4-phenylthiazol-2-yl)tetrahydro-2H-pyran-4-carbonitrile). The solvent is C1CCOC1 (THF), C1CCOC1 (THF). Isolated yield 37.2%. Procedure: To a suspension of LiAlH4 (220 mg, 5.9 mmol) in dry THF (10 mL) was added a solution of 4-(4-phenylthiazol-2-yl)tetrahydro-2H-pyran-4-carbonitrile (400 mg, 1.47 mmol) in dry THF (10 mL) at 0° C. The reaction mixture was stirred at room temperature for 1 h and then quenched carefully with water and diluted with EtOAc. The organic layer was washed with brine, dried over anhydrous sodium sulfate and concentrated under reduced pressure. The residue was purified by column chromatography (neutral alum... Reaction conditions: time 1 hour. The product is C1(=CC=CC=C1)C=1N=C(SC1)C1(CCOCC1)CN ((4-(4-phenylthiazol-2-yl)tetrahydro-2H-pyran-4-yl)methanamine). The reactants are CNC (dimethylamine), BrCC=1C=C(C=C2C(=C(C=NC12)C#N)N(C(C)=O)C1=CC(=CC=C1)Br)[N+](=O)[O-] (8-bromomethyl 4-[(3-bromophenyl)-N-acetylamino]-6-nitro-quinoline-3-carbonitrile), C(=O)=O (CO2), C([O-])([O-])=O.[K+].[K+] (potassium carbonate). The solvent is C1CCOC1 (THF), C1CCOC1 (THF), CO (methanol). Reaction conditions: temperature 25 celsius, time 2 hour. Product: BrC=1C=C(C=CC1)NC1=C(C=NC2=C(C=C(C=C12)[N+](=O)[O-])CN(C)C)C#N (4-[(3-Bromophenyl)amino]-8-dimethylaminomethyl-6-nitro-quinoline-3-carbonitrile). Reaction SMILES: [CH3:1][NH:2][CH3:3].Br[CH2:5][C:6]1[CH:7]=[C:8]([N+:29]([O-:31])=[O:30])[CH:9]=[C:10]2[C:15]=1[N:14]=[CH:13][C:12]([C:16]#[N:17])=[C:11]2[N:18]([C:22]1[CH:27]=[CH:26][CH:25]=[C:24]([Br:28])[CH:23]=1)C(=O)C.C(=O)([O-])[O-].[K+].[K+].C(=O)=O>C1COCC1.CO>[Br:28][C:24]1[CH:23]=[C:22]([NH:18][C:11]2[C:10]3[C:15](=[C:6]([CH2:5][N:2]([CH3:3])[CH3:1])[CH:7]=[C:8]([N+:29]([O-:31])=[O:30])[CH:9]=3)[N:14]=[CH:13][C:12]=2[C:16]#[N:17])[CH:27]=[CH:26][CH:25]=1 |f:2.3.4|. Reported procedure: To a stirred solution of dimethylamine in THF (2.0 M; 115 ml; 230 mmol) at 0° C. was added a solution of 8-bromomethyl 4-[(3-bromophenyl)-N-acetylamino]-6-nitro-quinoline-3-carbonitrile (11.6 g, 23 mmol) in 115 ml of THF during 15 m. After warming to 25° C. the mixture was stirred for 2 h. The THF was evaporated off, and the residue was refluxed in 230 ml of methanol with 12.7 g (92 mmol) of potassium carbonate for 1 h. The mixture was cooled, saturated with CO2, and concentrated. The residue wa...